This data is from the Open Reaction Database (ORD), a public repository of structured organic reaction records. The task is: describe an organic reaction: reactants, conditions, products, and yield Product: Cc1noc(C)c1CCC(=O)CCCC(=O)O. The reactants are Cc1noc(C)c1CCC1CCCC(O)O1, CC(C)=O, [Na+], O=S([O-])O. RXN SMILES: [CH3:1][c:2]1[n:3][o:4][c:5]([CH3:16])[c:6]1[CH2:7][CH2:8][CH:9]1[O:10][CH:11]([OH:15])[CH2:12][CH2:13][CH2:14]1.[CH3:22][C:23](=[O:24])[CH3:25].[Na+:21].[S:17]([O-:18])(=[O:19])[OH:20]>>[CH3:1][c:2]1[n:3][o:4][c:5]([CH3:16])[c:6]1[CH2:7][CH2:8][C:9]([CH2:14][CH2:13][CH2:12][C:11](=[O:10])[OH:15])=[O:18]. The reactants are Brc1ccc(Br)nc1, COCCO, [Na]. Reaction SMILES: [Br:2][c:3]1[n:4][cH:5][c:6]([Br:9])[cH:7][cH:8]1.[CH3:10][O:11][CH2:12][CH2:13][OH:14].[Na:1]>>[c:3]1([O:14][CH2:13][CH2:12][O:11][CH3:10])[n:4][cH:5][c:6]([Br:9])[cH:7][cH:8]1. The product is COCCOc1ccc(Br)cn1. Starting materials: NC=1C(=C(C(=O)OC)C=C(C1)Cl)Br (methyl 3-amino-2-bromo-5-chlorobenzoate), O1CCC(CC1)=O (oxan-4-one), C(C)(=O)O[BH-](OC(C)=O)OC(C)=O.[Na+] (sodium triacetoxyborohydride), C(=O)(O)[O-].[Na+] (NaHCO3), O1CCC(CC1)=O (oxan-4-one), C(C)(=O)O (acetic acid), C(C)(=O)O[BH-](OC(C)=O)OC(C)=O.[Na+] (sodium triacetoxyborohydride). Run in O (water), ClCCCl (1,2-dichloroethane). Run at time 21 hour. Product: BrC1=C(C(=O)OC)C=C(C=C1NC1CCOCC1)Cl (methyl 2-bromo-5-chloro-3-(oxan-4-ylamino)benzoate). Yield: 68.2%. RXN SMILES: [NH2:1][C:2]1[C:3]([Br:13])=[C:4]([CH:9]=[C:10]([Cl:12])[CH:11]=1)[C:5]([O:7][CH3:8])=[O:6].[O:14]1[CH2:19][CH2:18][C:17](=O)[CH2:16][CH2:15]1.C(O)(=O)C.C(O[BH-](OC(=O)C)OC(=O)C)(=O)C.[Na+].C([O-])(O)=O.[Na+]>ClCCCl.O>[Br:13][C:3]1[C:2]([NH:1][CH:17]2[CH2:18][CH2:19][O:14][CH2:15][CH2:16]2)=[CH:11][C:10]([Cl:12])=[CH:9][C:4]=1[C:5]([O:7][CH3:8])=[O:6] |f:3.4,5.6|. Procedure details: To a solution of methyl 3-amino-2-bromo-5-chlorobenzoate (1.0 g, 3.8 mmol) in 1,2-dichloroethane (15 ml) at room temperature under nitrogen was added oxan-4-one (0.7 ml, 7.6 mmol) followed by acetic acid (1.3 ml, 23 mmol). This solution was stirred for 5 minutes before the addition of sodium triacetoxyborohydride (2.4 g, 11 mmol) at room temperature. After 21 h, additional oxan-4-one (0.7 ml, 7.6 mmol) was added to the reaction mixture, with stirring for 10 minutes before adding sodium triacetox... Starting materials: COC(=O)Cc1cccc(-c2ccc(OC)c(C(C)=O)c2)c1, CC(=O)[O-], CCO, CCOC(C)=O, Cl, NO, [Na+]. As a reaction SMILES: [C:1]([CH3:2])(=[O:3])[c:4]1[cH:5][c:6](-[c:12]2[cH:13][c:14]([CH2:18][C:19](=[O:20])[O:21][CH3:22])[cH:15][cH:16][cH:17]2)[cH:7][cH:8][c:9]1[O:10][CH3:11].[CH3:27][C:28](=[O:29])[O-:30].[CH3:31][CH2:32][OH:33].[CH3:34][CH2:35][O:36][C:37](=[O:38])[CH3:39].[ClH:23].[NH2:24][OH:25].[Na+:26]>>[C:1]([CH3:2])([c:4]1[cH:5][c:6](-[c:12]2[cH:13][c:14]([CH2:18][C:19](=[O:20])[O:21][CH3:22])[cH:15][cH:16][cH:17]2)[cH:7][cH:8][c:9]1[O:10][CH3:11])=[N:24][OH:25]. Yields the product COC(=O)Cc1cccc(-c2ccc(OC)c(C(C)=NO)c2)c1. Starting materials: NCC=1C(=CC(=C(C1)C=1NC(N(N1)C1=CC(=C(C=C1)F)Cl)=O)Cl)F (5-(5-(aminomethyl)-2-chloro-4-fluorophenyl)-2-(3-chloro-4-fluorophenyl)-2H-1,2,4-triazol-3(4H)-one), C(C(C)(C)C)(=O)Cl (pivaloyl chloride), TEA. The solvent is C1CCOC1 (THF). Yields the product ClC1=CC(=C(CNC(C(C)(C)C)=O)C=C1C1=NN(C(N1)=O)C1=CC(=C(C=C1)F)Cl)F (N-(4-Chloro-5-(1-(3-chloro-4-fluorophenyl)-4,5-dihydro-5-oxo-1H-1,2,4-triazol-3-yl)-2-fluorobenzyl)pivalamide). As a reaction SMILES: [NH2:1][CH2:2][C:3]1[C:4]([F:24])=[CH:5][C:6]([Cl:23])=[C:7]([C:9]2[NH:10][C:11](=[O:22])[N:12]([C:14]3[CH:19]=[CH:18][C:17]([F:20])=[C:16]([Cl:21])[CH:15]=3)[N:13]=2)[CH:8]=1.[C:25](Cl)(=[O:30])[C:26]([CH3:29])([CH3:28])[CH3:27]>C1COCC1>[Cl:23][C:6]1[C:7]([C:9]2[NH:10][C:11](=[O:22])[N:12]([C:14]3[CH:19]=[CH:18][C:17]([F:20])=[C:16]([Cl:21])[CH:15]=3)[N:13]=2)=[CH:8][C:3]([CH2:2][NH:1][C:25](=[O:30])[C:26]([CH3:29])([CH3:28])[CH3:27])=[C:4]([F:24])[CH:5]=1. Procedure details: The title compound was prepared according to the procedure described in Example-108 by using 5-(5-(aminomethyl)-2-chloro-4-fluorophenyl)-2-(3-chloro-4-fluorophenyl)-2H-1,2,4-triazol-3(4H)-one (Intermediate-86, 0.300 g), pivaloyl chloride (0.3 mL), TEA (2.0 mL), dry THF (10 mL) to afford 0.083 g of the desired product. 1H NMR (300 MHz, DMSO): δ 1.13 (s, 9H), 4.30 (d, J=6.4 Hz, 2H), 7.53-7.66 (s, 3H), 7.91-8.15 (s, 3H), 12.67 (s, 1H); MS (adz): 455.19 (M+H)+.